Task: describe an organic reaction: reactants, conditions, products, and yield. Dataset: the Open Reaction Database (ORD), a public repository of structured organic reaction records Starting materials: C(C)(C)(C)OC(=O)N(C)[C@@H](C(=O)O)CC1=CC2=CC=CC=C2C=C1 ((2R)-2-(N-tert-butoxycarbonyl-N-methylamino)-3-(2-naphthyl)propionic acid), ON1N=NC2=C1N=CC=C2 (1-hydroxy-7-azabenzotriazole), Cl.C(C)N=C=NCCCN(C)C (1-ethyl-3-dimethylaminopropyl carbodiimide hydrochloride), C(C1=CC=CC=C1)N(N)C(=O)NCC (2-benzyl-4-ethylsemicarbazide), C(C)(C)N(CC)C(C)C (diisopropylethylamine). Solvent: ClCCl (dichloromethane), ClCCl (dichloromethane). Conditions: time 30 minute. The product is C(C1=CC=CC=C1)N(NC([C@@H](CC1=CC2=CC=CC=C2C=C1)N(C)C(=O)OC(C)(C)C)=O)C(=O)NCC (2-benzyl-1-[(2R)-2-(N-(tert-butoxycarbonyl)-N-methylamino)-3-(2-naphtyl)propionyl]-4-ethylsemicarbazide). The yield is 90.1%. RXN SMILES: [C:1]([O:5][C:6]([N:8]([C@H:10]([CH2:14][C:15]1[CH:24]=[CH:23][C:22]2[C:17](=[CH:18][CH:19]=[CH:20][CH:21]=2)[CH:16]=1)[C:11](O)=[O:12])[CH3:9])=[O:7])([CH3:4])([CH3:3])[CH3:2].ON1C2N=CC=CC=2N=N1.Cl.C(N=C=NCCCN(C)C)C.[CH2:47]([N:54]([C:56]([NH:58][CH2:59][CH3:60])=[O:57])[NH2:55])[C:48]1[CH:53]=[CH:52][CH:51]=[CH:50][CH:49]=1.C(N(C(C)C)CC)(C)C>ClCCl>[CH2:47]([N:54]([C:56]([NH:58][CH2:59][CH3:60])=[O:57])[NH:55][C:11](=[O:12])[C@H:10]([N:8]([C:6]([O:5][C:1]([CH3:3])([CH3:2])[CH3:4])=[O:7])[CH3:9])[CH2:14][C:15]1[CH:24]=[CH:23][C:22]2[C:17](=[CH:18][CH:19]=[CH:20][CH:21]=2)[CH:16]=1)[C:48]1[CH:53]=[CH:52][CH:51]=[CH:50][CH:49]=1 |f:2.3|. Reported procedure: To a solution of (2R)-2-(N-tert-butoxycarbonyl-N-methylamino)-3-(2-naphthyl)propionic acid (2.6 g, 7.9 mmol) in dichloromethane (20 ml) was added 1-hydroxy-7-azabenzotriazole (1.1 g, 8.0 mmol) and 1-ethyl-3-dimethylaminopropyl carbodiimide hydrochloride (1.6 g, 8.6 mmol) and the mixture was stirred at 30 min at room temperature. Then 2-benzyl-4-ethylsemicarbazide (1.3 g, 6.6 mmol) and diisopropylethylamine (1.5 ml, 8.6 mmol) in dichloromethane (20 ml) were added and the mixture was stirred overn...